This data is from the Open Reaction Database (ORD), a public repository of structured organic reaction records. The task is: describe an organic reaction: reactants, conditions, products, and yield The reactants are CI, CN(C)C=O, CCOC(C)=O, CCC(=O)Nc1ccc2oc(-c3ccc(Cl)cc3)nc2c1, [H-], [Na+]. The product is CCC(=O)N(C)c1ccc2oc(-c3ccc(Cl)cc3)nc2c1. RXN SMILES: [CH3:24][I:25].[CH3:26][N:27]([CH3:28])[CH:29]=[O:30].[CH3:31][CH2:32][O:33][C:34](=[O:35])[CH3:36].[Cl:3][c:4]1[cH:5][cH:6][c:7](-[c:10]2[o:11][c:12]3[c:13]([n:14]2)[cH:15][c:16]([NH:19][C:20]([CH2:21][CH3:22])=[O:23])[cH:17][cH:18]3)[cH:8][cH:9]1.[H-:1].[Na+:2]>>[Cl:3][c:4]1[cH:5][cH:6][c:7](-[c:10]2[o:11][c:12]3[c:13]([n:14]2)[cH:15][c:16]([N:19]([C:20]([CH2:21][CH3:22])=[O:23])[CH3:24])[cH:17][cH:18]3)[cH:8][cH:9]1.